From a dataset of the Open Reaction Database (ORD), a public repository of structured organic reaction records. describe an organic reaction: reactants, conditions, products, and yield Reactants: C(C)C=1C(=C(C=2C(CCC(C2C1)(C)C)(C)C)O)C=O (3-Ethyl-2-formyl-1-hydroxy-5,5,8,8-tetramethyl-5,6,7,8-tetrahydronaphthalene), [OH-].[K+] (potassium hydroxide), Cl (hydrochloric acid), S(=O)(=O)(OC)OC (dimethyl sulfate). Solvent: C1(=CC=CC=C1)C (toluene). Conditions: temperature 45 celsius, time 0.5 hour. Yields the product C(C)C=1C(=C(C=2C(CCC(C2C1)(C)C)(C)C)OC)C=O (3-ethyl-2-formyl-1-methoxy-5,5,8,8-tetramethyl-5,6,7,8-tetrahydronaphthalene). Yield: 80.0%. Reaction SMILES: [CH2:1]([C:3]1[C:4]([CH:18]=[O:19])=[C:5]([OH:17])[C:6]2[C:7]([CH3:16])([CH3:15])[CH2:8][CH2:9][C:10]([CH3:14])([CH3:13])[C:11]=2[CH:12]=1)[CH3:2].[OH-].[K+].S(OC)(O[CH3:26])(=O)=O.Cl>C1(C)C=CC=CC=1>[CH2:1]([C:3]1[C:4]([CH:18]=[O:19])=[C:5]([O:17][CH3:26])[C:6]2[C:7]([CH3:16])([CH3:15])[CH2:8][CH2:9][C:10]([CH3:14])([CH3:13])[C:11]=2[CH:12]=1)[CH3:2] |f:1.2|. Procedure details: Methylation. 3-Ethyl-2-formyl-1-hydroxy-5,5,8,8-tetramethyl-5,6,7,8-tetrahydronaphthalene (48.2 g, 0.185 mol) was stirred with toluene (650 mL), and potassium hydroxide 85% (19.5 g, 0.296 mol) was added in one portion. The mixture was heated to 45° C. and dimethyl sulfate (35 g, 0.278 mol) was added during 0.5 h at 45°-50° C. The heating was continued for an additional 0.5 h at 50° C. The mixture was cooled to 20° C., neutralized with 5% hydrochloric acid, washed with water (50 mL), and then fin... Starting materials: Brc1ccc2c(c1)OCCO2, O=C([O-])[O-], [Cl-], CC1(C)OB(c2cnc(Cl)c(NS(=O)(=O)c3ccc(F)cc3)c2)OC1(C)C, [Cs+], [Cs+], [NH4+], C1COCCO1, O. Reaction SMILES: [Br:28][c:29]1[cH:30][c:31]2[c:32]([cH:33][cH:34]1)[O:35][CH2:36][CH2:37][O:38]2.[C:39](=[O:40])([O-:41])[O-:42].[Cl-:51].[Cl:1][c:2]1[n:3][cH:4][c:5]([B:19]2[O:20][C:21]([CH3:22])([CH3:23])[C:24]([CH3:25])([CH3:26])[O:27]2)[cH:6][c:7]1[NH:8][S:9](=[O:10])(=[O:11])[c:12]1[cH:13][cH:14][c:15]([F:18])[cH:16][cH:17]1.[Cs+:43].[Cs+:44].[NH4+:52].[O:45]1[CH2:46][CH2:47][O:48][CH2:49][CH2:50]1.[OH2:53]>>[Cl:1][c:2]1[n:3][cH:4][c:5](-[c:29]2[cH:30][c:31]3[c:32]([cH:33][cH:34]2)[O:35][CH2:36][CH2:37][O:38]3)[cH:6][c:7]1[NH:8][S:9](=[O:10])(=[O:11])[c:12]1[cH:13][cH:14][c:15]([F:18])[cH:16][cH:17]1. Product: O=S(=O)(Nc1cc(-c2ccc3c(c2)OCCO3)cnc1Cl)c1ccc(F)cc1.